From a dataset of the Open Reaction Database (ORD), a public repository of structured organic reaction records. describe an organic reaction: reactants, conditions, products, and yield Product: COC(CC1=CC2=CC=C(C=C2C(=C1C)C1CCN(CC1)S(=O)(=O)CC1=C(C=CC=C1)N)F)=O ({4-[1-(2-amino-phenylmethanesulfonyl)-piperidin-4-yl]-6-fluoro-3-methyl-naphthalen-2-yl}-acetic acid methyl ester). The yield is 81.0%. Reagents/catalysts: [Zn] (zinc), [Zn] (zinc), [Zn] (zinc). Starting materials: O (water), CO (methanol), COC(CC1=CC2=CC=C(C=C2C(=C1C)C1CCN(CC1)S(=O)(=O)CC1=C(C=CC=C1)[N+](=O)[O-])F)=O ({6-fluoro-3-methyl-4-[1-(2-nitro-phenylmethanesulfonyl)-piperidin-4-yl]-naphthalen-2-yl}-acetic acid methyl ester), [Cl-].[NH4+] (ammonium chloride), CO (methanol), [Cl-].[NH4+] (ammonium chloride). Conditions: temperature 45 celsius, time 2 hour. As a reaction SMILES: [CH3:1][O:2][C:3](=[O:36])[CH2:4][C:5]1[C:14]([CH3:15])=[C:13]([CH:16]2[CH2:21][CH2:20][N:19]([S:22]([CH2:25][C:26]3[CH:31]=[CH:30][CH:29]=[CH:28][C:27]=3[N+:32]([O-])=O)(=[O:24])=[O:23])[CH2:18][CH2:17]2)[C:12]2[C:7](=[CH:8][CH:9]=[C:10]([F:35])[CH:11]=2)[CH:6]=1.[Cl-].[NH4+].CO.O>[Zn].CCCCCC.C(OCC)(=O)C>[CH3:1][O:2][C:3](=[O:36])[CH2:4][C:5]1[C:14]([CH3:15])=[C:13]([CH:16]2[CH2:17][CH2:18][N:19]([S:22]([CH2:25][C:26]3[CH:31]=[CH:30][CH:29]=[CH:28][C:27]=3[NH2:32])(=[O:24])=[O:23])[CH2:20][CH2:21]2)[C:12]2[C:7](=[CH:8][CH:9]=[C:10]([F:35])[CH:11]=2)[CH:6]=1 |f:1.2,6.7|. The solvent is CCCCCC.C(C)(=O)OCC (hexane ethyl acetate). Procedure: A mixture of {6-fluoro-3-methyl-4-[1-(2-nitro-phenylmethanesulfonyl)-piperidin-4-yl]-naphthalen-2-yl}-acetic acid methyl ester (505 mg, 0.981 mmol), zinc dust (325 mesh) (642 mg, 9.82 mmol), and ammonium chloride (787 mg, 14.7 mmol, was combined with methanol (10 mL) and water (5 mL) under nitrogen to create a suspension. Moderate heating using a heat gun was used to bring more of the starting material into solution, and more methanol (5 mL) was added. The suspension was stirred for two hours at... Run in O1CCCC1 (tetrahydrofuran). Reactants: C(C)(C)(C)OC(=O)N1CCC(CC1)OC=1C=NC(=CC1)[N+](=O)[O-] (4-(6-nitro-pyridin-3-yloxy)-piperidine-1-carboxylic acid tert-butyl ester). As a reaction SMILES: [C:1]([O:5][C:6]([N:8]1[CH2:13][CH2:12][CH:11]([O:14][C:15]2[CH:16]=[N:17][C:18]([N+:21]([O-])=O)=[CH:19][CH:20]=2)[CH2:10][CH2:9]1)=[O:7])([CH3:4])([CH3:3])[CH3:2]>[Pd].O1CCCC1>[C:1]([O:5][C:6]([N:8]1[CH2:13][CH2:12][CH:11]([O:14][C:15]2[CH:16]=[N:17][C:18]([NH2:21])=[CH:19][CH:20]=2)[CH2:10][CH2:9]1)=[O:7])([CH3:4])([CH3:2])[CH3:3]. Isolated yield 97.5%. Reagents/catalysts: [Pd] (palladium). Procedure: Add palladium over carbon 10% (0.6 g) to a suspension of 4-(6-nitro-pyridin-3-yloxy)-piperidine-1-carboxylic acid tert-butyl ester (5.65 g) in a mixture tetrahydrofuran (THF)/methanol (30/30 mL/mL). Hydrogenate in a Parr apparatus at 2 atm overnight. Filter through a celite pad, wash with DCM and methanol. Purify by silica gel column chromatography eluting with DCM/methanol (10%)/ammonia (1%) to afford 5 g of the title compound. MS (ES+): m/z=294 (M+H)+. The product is C(C)(C)(C)OC(=O)N1CCC(CC1)OC=1C=NC(=CC1)N (4-(6-Amino-pyridin-3-yloxy)-piperidine-1-carboxylic acid tert-butyl ester).